From a dataset of the Open Reaction Database (ORD), a public repository of structured organic reaction records. describe an organic reaction: reactants, conditions, products, and yield Starting materials: [OH-].[Na+] (sodium hydroxide), O=O (oxygen), [Cl-].[Na+] (sodium chloride), C(C)(=O)[O-].[Na+] (sodium acetate), phosphomolybdenovanadic acid, C1(OCCO1)=O (ethylene carbonate), C(C=1C(O)=CC=CC1)(=O)OC(C)OC(=O)OCC (1-(ethoxycarbonyloxy)ethyl salicylate), FC1=CC(=CC=C1)F (m-difluorobenzene). The reagents and catalysts are C(C)(=O)[O-].[Pd+2].C(C)(=O)[O-] (palladium acetate). Solvent: C(C)(=O)O (acetic acid). Reaction conditions: temperature 25 celsius. Yields the product FC1=C(C=CC(=C1)F)C1=CC=C(C(C(=O)OC(C)OC(=O)OCC)=C1)O (1-(ethoxycarbonyloxy)ethyl 5-(2,4-difluorophenyl)salicylate). As a reaction SMILES: [Cl-].[Na+].C([O-])(=O)C.[Na+].C1(=O)OCCO1.[C:14]([O:23][CH:24]([O:26][C:27]([O:29][CH2:30][CH3:31])=[O:28])[CH3:25])(=[O:22])[C:15]1[C:16](=[CH:18][CH:19]=[CH:20][CH:21]=1)[OH:17].[F:32][C:33]1[CH:38]=[CH:37][CH:36]=[C:35]([F:39])[CH:34]=1.O=O.[OH-].[Na+]>C([O-])(=O)C.[Pd+2].C([O-])(=O)C.C(O)(=O)C>[F:32][C:33]1[CH:34]=[C:35]([F:39])[CH:36]=[CH:37][C:38]=1[C:20]1[CH:21]=[C:15]([C:14]([O:23][CH:24]([O:26][C:27]([O:29][CH2:30][CH3:31])=[O:28])[CH3:25])=[O:22])[C:16]([OH:17])=[CH:18][CH:19]=1 |f:0.1,2.3,8.9,10.11.12|. Procedure details: A glass-lined autoclave is charged with 1 mmole of palladium acetate, 5 mmole of sodium chloride, 1.6 mmole of sodium acetate, 2 mmole of phosphomolybdenovanadic acid, 10 g of ethylene carbonate, 5.0 ml of acetic acid, 465 mmole of 1-(ethoxycarbonyloxy)ethyl salicylate, and 510 mmole of m-difluorobenzene. The mixture is stirred for 48 hours at 90° C. and under 200 psi oxygen pressure. The solution is cooled to 25° C. and excess m-difluorobenzene is removed by distillation. Fifty ml of water and ...